This data is from the Open Reaction Database (ORD), a public repository of structured organic reaction records. The task is: describe an organic reaction: reactants, conditions, products, and yield The reactants are [Li+].[OH-] (LiOH), O (H2O), C1=C(C=CC2=CC=CC=C12)S(=O)(=O)NC(CC(=O)OC)C1=CC=CC=C1 (methyl 3-(naphthalene-2-sulfonamido)-3-phenylpropionate). The solvent is CO.O (methanol water). Run at time 16 hour. Product: C1=C(C=CC2=CC=CC=C12)S(=O)(=O)NC(CC(=O)O)C1=CC=CC=C1 (3-(naphthalene-2-sulfonamido)-3-phenylpropionic acid). As a reaction SMILES: [Li+].[OH-].O.[CH:4]1[C:13]2[C:8](=[CH:9][CH:10]=[CH:11][CH:12]=2)[CH:7]=[CH:6][C:5]=1[S:14]([NH:17][CH:18]([C:24]1[CH:29]=[CH:28][CH:27]=[CH:26][CH:25]=1)[CH2:19][C:20]([O:22]C)=[O:21])(=[O:16])=[O:15]>CO.O>[CH:4]1[C:13]2[C:8](=[CH:9][CH:10]=[CH:11][CH:12]=2)[CH:7]=[CH:6][C:5]=1[S:14]([NH:17][CH:18]([C:24]1[CH:29]=[CH:28][CH:27]=[CH:26][CH:25]=1)[CH2:19][C:20]([OH:22])=[O:21])(=[O:15])=[O:16] |f:0.1,4.5|. Procedure details: LiOH×H2O (0.25 g, 18 mmol) was added to a solution of the methyl 3-(naphthalene-2-sulfonamido)-3-phenylpropionate (3.3 g, 9 mmol) in a methanol/water mixture (3:1, 90 ml) at a reaction temperature of 0° C. The reaction mixture was stirred at RT for 16 h. The solvent was removed under reduced pressure, the residue was taken up in water and the mixture was washed with MC. The aqueous phase was then cautiously acidified with HCl (1 N) and extracted with ethyl acetate. The organic phase was washed w... The reactants are O (water), C([O-])([O-])=O.[K+].[K+] (potassium carbonate), C(C1=CC=CC=C1)Br (benzyl bromide), C1(C=2C(C(N1NCCNCCNN1C(C=3C(C1=O)=CC=CC3)=O)=O)=CC=CC2)=O (1,7-bis(phthalimido)-1,4,7-triazaheptane). The solvent is CN(C=O)C (dimethylformamide), ClCCCl (1,2-dichloroethane), ice water. Run at temperature 25 celsius, time 8 hour. Yields the product C1(C=2C(C(N1NCCN(CCNN1C(C=3C(C1=O)=CC=CC3)=O)CC3=CC=CC=C3)=O)=CC=CC2)=O (1,7-Bis(phthalimido)-4-benzyl-1,4,7-triazaheptane). Reaction SMILES: [C:1]1(=[O:29])[N:5]([NH:6][CH2:7][CH2:8][NH:9][CH2:10][CH2:11][NH:12][N:13]2[C:17](=[O:18])[C:16]3=[CH:19][CH:20]=[CH:21][CH:22]=[C:15]3[C:14]2=[O:23])[C:4](=[O:24])[C:3]2=[CH:25][CH:26]=[CH:27][CH:28]=[C:2]12.C(=O)([O-])[O-].[K+].[K+].[CH2:36](Br)[C:37]1[CH:42]=[CH:41][CH:40]=[CH:39][CH:38]=1.O>CN(C)C=O.ClCCCl>[C:17]1(=[O:18])[N:13]([NH:12][CH2:11][CH2:10][N:9]([CH2:36][C:37]2[CH:42]=[CH:41][CH:40]=[CH:39][CH:38]=2)[CH2:8][CH2:7][NH:6][N:5]2[C:4](=[O:24])[C:3]3=[CH:25][CH:26]=[CH:27][CH:28]=[C:2]3[C:1]2=[O:29])[C:14](=[O:23])[C:15]2=[CH:22][CH:21]=[CH:20][CH:19]=[C:16]12 |f:1.2.3|. Procedure: 36.34 g (100 mmol) of 1,7-bis(phthalimido)-1,4,7-triazaheptane [produced according to J. Org. Chem. USSR, 23:3302 (1987)] is dissolved in 500 ml of dimethylformamide. Then, 16.6 g (120 mmol) of potassium carbonate as well as 20.53 g (120 mmol) of benzyl bromide are added to it and stirred overnight at 25° C. It is poured in ice water, the precipitated product is suctioned off, rewashed with water, taken up in 1,2-dichloroethane, dried on sodium sulfate and evaporated to dryness in a vacuum. The ... RXN SMILES: [B-:18]([F:19])([F:20])([F:21])[F:22].[CH3:1][CH2:2][O:3][C:4](=[O:5])[c:6]1[nH:7][c:8]2[cH:9][cH:10][c:11]([C:15](=[O:16])[OH:17])[cH:12][c:13]2[cH:14]1.[CH3:60][N:61]([CH3:62])[CH:63]=[O:64].[CH:51]([N:52]([CH2:53][CH3:54])[CH:55]([CH3:56])[CH3:57])([CH3:58])[CH3:59].[N:40]1([CH:45]2[CH2:46][CH2:47][NH:48][CH2:49][CH2:50]2)[CH2:41][CH2:42][CH2:43][CH2:44]1.[n:23]1([O:24][C:25]([N:26]([CH3:27])[CH3:28])=[N+:29]([CH3:30])[CH3:31])[c:32]2[cH:33][cH:34][cH:35][cH:36][c:37]2[n:38][n:39]1>>[CH3:1][CH2:2][O:3][C:4](=[O:5])[c:6]1[nH:7][c:8]2[cH:9][cH:10][c:11]([C:15](=[O:17])[N:48]3[CH2:47][CH2:46][CH:45]([N:40]4[CH2:41][CH2:42][CH2:43][CH2:44]4)[CH2:50][CH2:49]3)[cH:12][c:13]2[cH:14]1. The product is CCOC(=O)c1cc2cc(C(=O)N3CCC(N4CCCC4)CC3)ccc2[nH]1. Reactants: F[B-](F)(F)F, CCOC(=O)c1cc2cc(C(=O)O)ccc2[nH]1, CN(C)C=O, CCN(C(C)C)C(C)C, C1CCN(C2CCNCC2)C1, CN(C)C(On1nnc2ccccc21)=[N+](C)C. Reactants: NC=1C(=CC2=CC=CC=C2C1)C(=O)O (3-amino-2-naphthoic acid), OS(=O)(=O)O (H2SO4), O (H2O), N(=O)[O-].[Na+] (NaNO2), ice, Cl (HCl). Reagents/catalysts: Cl[Cu] (CuCl). Run in CC(=O)O (HOAc), C(Cl)Cl (CH2Cl2). Run at time 15 minute. The product is ClC=1C(=CC2=CC=CC=C2C1)C(=O)O (3-chloro-2-naphthoic acid). Reaction SMILES: OS(O)(=O)=O.N([O-])=O.[Na+].N[C:11]1[C:12]([C:21]([OH:23])=[O:22])=[CH:13][C:14]2[C:19]([CH:20]=1)=[CH:18][CH:17]=[CH:16][CH:15]=2.O.[ClH:25]>CC(O)=O.C(Cl)Cl.Cl[Cu]>[Cl:25][C:11]1[C:12]([C:21]([OH:23])=[O:22])=[CH:13][C:14]2[C:19]([CH:20]=1)=[CH:18][CH:17]=[CH:16][CH:15]=2 |f:1.2|. Reported procedure: To a flask containing 35 mL of concentrated H2SO4 is added 3.31 g NaNO2 (47.9 mmol) slowly over 15 minutes. The mixture is stirred an additional 15 minutes before being cooled to room temperature in a cold water bath. A solution of 8.14 g 3-amino-2-naphthoic acid (43.5 mmol) in 65 mL HOAc is added slowly dropwise, keeping the reaction temperature below 40° C. The mixture is stirred for 30 minutes and then poured carefully into an ice-cold solution of 10.14 g CuCl (102.2 mmol) in 65 mL of concent... Reactants: N1=CC=CC=C1 (pyridine), OC(C(CC)NC(C)C)C1=C2C=CC(NC2=C(C=C1)O)=O (5-(1-hydroxy-2-isopropylaminobutyl)-8-hydroxycarbostyril), C(C(C)C)(=O)Cl (isobutyryl chloride), ice water. Solvent: C(C)OCC (diethyl ether). Product: Cl.OC(C(CC)NC(C)C)C1=C2C=CC(NC2=C(C=C1)OC(C(C)C)=O)=O (5-(1-hydroxy-2-isopropylaminobutyl)-8-isobutyryloxycarbostyril hydrochloride). Reaction SMILES: N1C=CC=CC=1.[OH:7][CH:8]([C:16]1[CH:25]=[CH:24][C:23]([OH:26])=[C:22]2[C:17]=1[CH:18]=[CH:19][C:20](=[O:27])[NH:21]2)[CH:9]([NH:12][CH:13]([CH3:15])[CH3:14])[CH2:10][CH3:11].[C:28]([Cl:33])(=[O:32])[CH:29]([CH3:31])[CH3:30]>C(OCC)C>[ClH:33].[OH:7][CH:8]([C:16]1[CH:25]=[CH:24][C:23]([O:26][C:28](=[O:32])[CH:29]([CH3:31])[CH3:30])=[C:22]2[C:17]=1[CH:18]=[CH:19][C:20](=[O:27])[NH:21]2)[CH:9]([NH:12][CH:13]([CH3:15])[CH3:14])[CH2:10][CH3:11] |f:4.5|. Procedure details: 12 ml of pyridine was added to 0.4 g of 5-(1-hydroxy-2-isopropylaminobutyl)-8-hydroxycarbostyril, and 0.6 ml of isobutyryl chloride was added dropwise to the mixture while cooling with ice-water and stirring followed by stirring for 3 hours. After addition of about 200 ml of diethyl ether, the precipitate formed was washed thoroughly with diethyl ether and dissolved in 50 ml of water. The solution was washed with dichloroethane and the aqueous layer was concentrated to dryness. Acetone was added...